This data is from the Open Reaction Database (ORD), a public repository of structured organic reaction records. The task is: describe an organic reaction: reactants, conditions, products, and yield Reaction SMILES: [CH3:1][O:2][C:3]([CH2:4][CH2:5][c:6]1[c:7]([S:13](=[O:14])(=[O:15])[N:16]2[CH2:17][CH2:18][O:19][CH2:20][CH2:21]2)[cH:8][c:9]([F:12])[cH:10][cH:11]1)=[O:22].[CH3:23][CH:24]([CH2:25][AlH:26][CH2:27][CH:28]([CH3:29])[CH3:30])[CH3:31].[CH3:32][c:33]1[cH:34][cH:35][cH:36][cH:37][cH:38]1>>[O:2]=[CH:3][CH2:4][CH2:5][c:6]1[c:7]([S:13](=[O:14])(=[O:15])[N:16]2[CH2:17][CH2:18][O:19][CH2:20][CH2:21]2)[cH:8][c:9]([F:12])[cH:10][cH:11]1. Reactants: COC(=O)CCc1ccc(F)cc1S(=O)(=O)N1CCOCC1, CC(C)C[AlH]CC(C)C, Cc1ccccc1. The product is O=CCCc1ccc(F)cc1S(=O)(=O)N1CCOCC1.